From a dataset of the Open Reaction Database (ORD), a public repository of structured organic reaction records. describe an organic reaction: reactants, conditions, products, and yield The reactants are [H-].[Na+] (sodium hydride), N1C=NC=C1 (imidazole), ClC1=C(CO[C@H]2CCC[C@@H](O2)COS(=O)(=O)C2=CC=C(C)C=C2)C(=CC=C1)Cl (trans-6-(2,6-dichlorobenzyloxy)-2-tosyloxymethyltetrahydropyran), [I-].[Na+] (sodium iodide). The solvent is CN(C=O)C (dimethylformamide). Run at temperature 80 celsius, time 30 minute. Yields the product ClC1=C(CO[C@H]2CCC[C@@H](O2)CN2C=NC=C2)C(=CC=C1)Cl (Trans-1-[6-(2,6-dichlorobenzyloxy)tetrahydropyran-2-ylmethyl]imidazole). Isolated yield 94.3%. As a reaction SMILES: [H-].[Na+].[NH:3]1[CH:7]=[CH:6][N:5]=[CH:4]1.[Cl:8][C:9]1[CH:34]=[CH:33][CH:32]=[C:31]([Cl:35])[C:10]=1[CH2:11][O:12][C@@H:13]1[O:18][C@@H:17]([CH2:19]OS(C2C=CC(C)=CC=2)(=O)=O)[CH2:16][CH2:15][CH2:14]1.[I-].[Na+]>CN(C)C=O>[Cl:8][C:9]1[CH:34]=[CH:33][CH:32]=[C:31]([Cl:35])[C:10]=1[CH2:11][O:12][C@@H:13]1[O:18][C@@H:17]([CH2:19][N:3]2[CH:7]=[CH:6][N:5]=[CH:4]2)[CH2:16][CH2:15][CH2:14]1 |f:0.1,4.5|. Procedure: 196 mg of 55% sodium hydride were added to a solution of 306 mg of imidazole in 14 ml of dimethylformamide and the mixture was stirred at 80° C. for 30 minutes. The mixture was then cooled to room temperature, after which 1.335 g of trans-6-(2,6-dichlorobenzyloxy)-2-tosyloxymethyltetrahydropyran and 450 mg of sodium iodide were added thereto; the mixture was then stirred at 80°-85° C. for 2 hours. At the end of this time, the mixture was treated and purified essentially as described in Example 1... Starting materials: CCOP(=O)(Cc1ccc(C#N)cc1)OCC, O=C1CCN(Cc2ccccc2)CC1, CN(C)C=O, CCO, O. The product is N#Cc1ccc(C=C2CCN(Cc3ccccc3)CC2)cc1. Reaction SMILES: [CH2:15]([O:16][P:17](=[O:18])([O:19][CH2:20][CH3:21])[CH2:23][c:24]1[cH:25][cH:26][c:27]([C:30]#[N:31])[cH:28][cH:29]1)[CH3:22].[CH2:1]([c:2]1[cH:3][cH:4][cH:5][cH:6][cH:7]1)[N:8]1[CH2:9][CH2:10][C:11](=[O:14])[CH2:12][CH2:13]1.[CH3:32][N:33]([CH3:34])[CH:35]=[O:36].[CH3:37][CH2:38][OH:39].[OH2:40]>>[CH2:1]([c:2]1[cH:3][cH:4][cH:5][cH:6][cH:7]1)[N:8]1[CH2:9][CH2:10][C:11](=[CH:23][c:24]2[cH:25][cH:26][c:27]([C:30]#[N:31])[cH:28][cH:29]2)[CH2:12][CH2:13]1.